From a dataset of the Open Reaction Database (ORD), a public repository of structured organic reaction records. describe an organic reaction: reactants, conditions, products, and yield The reactants are CCOC(C)=O, O=[N+]([O-])c1ccc(S(=O)(=O)Cl)cc1, [Na+], [OH-], On1nnc2ccccc21. The product is O=[N+]([O-])c1ccc(S(=O)(=O)On2nnc3ccccc32)cc1. Reaction SMILES: [CH3:26][CH2:27][O:28][C:29](=[O:30])[CH3:31].[N+:11](=[O:12])([O-:13])[c:14]1[cH:15][cH:16][c:17]([S:20](=[O:21])(=[O:22])[Cl:23])[cH:18][cH:19]1.[Na+:25].[OH-:24].[OH:1][n:2]1[n:3][n:4][c:5]2[c:6]1[cH:7][cH:8][cH:9][cH:10]2>>[O:1]([n:2]1[n:3][n:4][c:5]2[c:6]1[cH:7][cH:8][cH:9][cH:10]2)[S:20]([c:17]1[cH:16][cH:15][c:14]([N+:11](=[O:12])[O-:13])[cH:19][cH:18]1)(=[O:21])=[O:22]. Starting materials: COC=C1C(=O)NC(=O)c2ccc(Br)cc21, CN(C)C=O, CCCOc1cnc(CN)cc1O. Product: CCCOc1cnc(CNC=C2C(=O)NC(=O)c3ccc(Br)cc32)cc1O. As a reaction SMILES: [CH3:14][O:15][CH:16]=[C:17]1[C:18](=[O:29])[NH:19][C:20](=[O:28])[c:21]2[cH:22][cH:23][c:24]([Br:27])[cH:25][c:26]21.[CH3:30][N:31]([CH3:32])[CH:33]=[O:34].[NH2:1][CH2:2][c:3]1[n:4][cH:5][c:6]([O:10][CH2:11][CH2:12][CH3:13])[c:7]([OH:9])[cH:8]1>>[NH:1]([CH2:2][c:3]1[n:4][cH:5][c:6]([O:10][CH2:11][CH2:12][CH3:13])[c:7]([OH:9])[cH:8]1)[CH:16]=[C:17]1[C:18](=[O:29])[NH:19][C:20](=[O:28])[c:21]2[cH:22][cH:23][c:24]([Br:27])[cH:25][c:26]21.